This data is from the Open Reaction Database (ORD), a public repository of structured organic reaction records. The task is: describe an organic reaction: reactants, conditions, products, and yield The reactants are N[C@@H](C)C(=O)O (L-alanine), N-hydroxysuccinimide ester, compound, BrBr (bromine), C(C)(=S)[O-].[K+] (potassium thioacetate), C([O-])(O)=O.[Na+] (sodium bicarbonate), C(C1=CC=CC=C1)(=O)CC(C(=O)O)C (3-benzoyl-2-methylpropionic acid). Run in O (water), O1CCCC1 (tetrahydrofuran), O1CCOCC1 (Dioxane), C(C)(=O)O (acetic acid), C(C)#N (acetonitrile). Conditions: time 2 day. Product: C(C)(=O)SC(C(C(=O)N[C@@H](C)C(=O)O)C)C(C1=CC=CC=C1)=O (N-[3-acetylthio-3-(benzoyl)-2-methylpropionyl]-L-alanine). Reaction SMILES: [NH2:1][C@H:2]([C:4]([OH:6])=[O:5])[CH3:3].C(=O)(O)[O-].[Na+].[C:12]([CH2:20][CH:21]([CH3:25])[C:22]([OH:24])=O)(=[O:19])[C:13]1[CH:18]=[CH:17][CH:16]=[CH:15][CH:14]=1.BrBr.[C:28]([O-:31])(=[S:30])[CH3:29].[K+]>C(#N)C.C(O)(=O)C.O1CCCC1.O1CCOCC1.O>[C:28]([S:30][CH:20]([C:12](=[O:19])[C:13]1[CH:14]=[CH:15][CH:16]=[CH:17][CH:18]=1)[CH:21]([CH3:25])[C:22]([NH:1][C@H:2]([C:4]([OH:6])=[O:5])[CH3:3])=[O:24])(=[O:31])[CH3:29] |f:1.2,5.6|. Procedure: To a solution of 4.64 g. (0.052 mol) of L-alanine and 9.24 g. (0.11 mol) of sodium bicarbonate in 100 ml. of water there was added 10.4 g. (0.036 mol) of 3-benzoyl-2-methylpropionic acid, N-hydroxysuccinimide ester. Dioxane (50 ml.) and tetrahydrofuran (50 ml.) were added and the mixture stirred at room temperature for 2 days. The mixture was concentrated in vacuo and the residue partitioned between dichloromethane and dilute hydrochloric acid. The organic layer was separated and dried over anhy... Starting materials: Cc1ccccc1N1CCN(CC(=O)c2cccc3c(=O)c(C)c(-c4ccccc4)oc23)CC1, CCO, Cl. Product: Cc1ccccc1N1CCN(CC(O)c2cccc3c(=O)c(C)c(-c4ccccc4)oc23)CC1, Cl. As a reaction SMILES: [CH3:2][c:3]1[c:4]([N:9]2[CH2:10][CH2:11][N:12]([CH2:15][C:16](=[O:17])[c:18]3[cH:19][cH:20][cH:21][c:22]4[c:23](=[O:35])[c:24]([CH3:34])[c:25](-[c:28]5[cH:29][cH:30][cH:31][cH:32][cH:33]5)[o:26][c:27]34)[CH2:13][CH2:14]2)[cH:5][cH:6][cH:7][cH:8]1.[CH3:36][CH2:37][OH:38].[ClH:1]>>[CH3:2][c:3]1[c:4]([N:9]2[CH2:10][CH2:11][N:12]([CH2:15][CH:16]([OH:17])[c:18]3[cH:19][cH:20][cH:21][c:22]4[c:23](=[O:35])[c:24]([CH3:34])[c:25](-[c:28]5[cH:29][cH:30][cH:31][cH:32][cH:33]5)[o:26][c:27]34)[CH2:13][CH2:14]2)[cH:5][cH:6][cH:7][cH:8]1.[ClH:1]. Reactants: FC(C(CCI)(F)F)(F)F (1,1,1,2,2-pentafluoro-4-iodobutane), [OH-].[K+] (potassium hydroxide), C1=CC=C(C=C1)C(=NCC#N)C2=CC=CC=C2 (N-(diphenylmethylene)aminoacetonitrile). The reagents and catalysts are [Cl-].C(C1=CC=CC=C1)[N+](CC)(CC)CC (benzyltriethylammonium chloride). The solvent is C(Cl)Cl (CH2Cl2), C(Cl)Cl (DCM). Conditions: temperature 25 celsius, time 4 day. The product is NC(C#N)CCC(C(F)(F)F)(F)F (2-amino-5,5,6,6,6-pentafluorohexanenitrile). RXN SMILES: [F:1][C:2]([F:10])([F:9])[C:3]([F:8])([F:7])[CH2:4][CH2:5]I.[OH-].[K+].C1C=CC(C(C2C=CC=CC=2)=[N:20][CH2:21][C:22]#[N:23])=CC=1>C(Cl)Cl.[Cl-].C([N+](CC)(CC)CC)C1C=CC=CC=1>[NH2:23][CH:22]([CH2:5][CH2:4][C:3]([F:8])([F:7])[C:2]([F:10])([F:9])[F:1])[C:21]#[N:20] |f:1.2,5.6|. Reported procedure: A solution of 1,1,1,2,2-pentafluoro-4-iodobutane (2.00 g, 7.30 mmol) in CH2Cl2 (5.99 mL), potassium hydroxide (11 N aq.) (11.95 mL, 131 mmol) and benzyltriethylammonium chloride (0.166 g, 0.730 mmol) were added to a stirred solution of N-(diphenylmethylene)aminoacetonitrile (1.608 g, 730 mmol) in DCM (6 mL) at 25° C. The resulting two-phase mixture was stirred at 25° C. for 4 days. The organic phase was separated, dried (Na2SO4) and concentrated in vacuo. The resulting residue was mixed with Et2... Reactants: C[C@@H]([C@@H]1CC[C@H]([C@H](O1)O[C@@H]2[C@H]([C@@H]([C@@H]([C@H]([C@H]2O)N(C)C(=O)CN)OC)O)N)N)N.OS(=O)(=O)O (fortimicin A), CC(C1CCC(C(O1)OC2C(C(C(C(C2O)NC)OC)O)N)N)N (fortimicin B). The product is CC(C1CCC(C(O1)OC2C(C(C(C(C2O)N(C)C(=O)CN)O)O)N)N)N (3-O-demethylfortimicin A). Reaction SMILES: [CH3:1][C@H:2]([NH2:28])[C@H:3]1[O:8][C@H:7]([O:9][C@H:10]2[C@H:15]([OH:16])[C@H:14]([N:17]([C:19]([CH2:21][NH2:22])=[O:20])[CH3:18])[C@@H:13]([O:23]C)[C@@H:12]([OH:25])[C@@H:11]2[NH2:26])[C@H:6]([NH2:27])[CH2:5][CH2:4]1.OS(O)(=O)=O.CC(N)C1OC(OC2C(O)C(NC)C(OC)C(O)C2N)C(N)CC1>>[CH3:1][CH:2]([NH2:28])[CH:3]1[O:8][CH:7]([O:9][CH:10]2[CH:15]([OH:16])[CH:14]([N:17]([C:19]([CH2:21][NH2:22])=[O:20])[CH3:18])[CH:13]([OH:23])[CH:12]([OH:25])[CH:11]2[NH2:26])[CH:6]([NH2:27])[CH2:5][CH2:4]1 |f:0.1|. Reported procedure: For illustrative purposes, ths invention will be exemplified by the O-demethylation of fortimicin A and fortimicin B. Generally speaking, in the practice of the preferred embodiment of this invention, to obtain a 3-O-demethylfortimicin, for example 3-O-demethylfortimicin A, in approximately thirty percent yield, fortimicin A free base is dissolved in methylene chloride, preferably in an amount of from about 1.0 to about 100 mg (0.0025 to 0.25 mmole) of fortimicin A free base to each ml of an ine...